This data is from the Open Reaction Database (ORD), a public repository of structured organic reaction records. The task is: describe an organic reaction: reactants, conditions, products, and yield The reactants are COC(=O)C=1C=C2C(N(CC2=CC1)CCNC1=NC=CC=N1)=O (3-Oxo-2-[2-(pyrimidin-2-ylamino)ethyl]-2,3-dihydro-1H-isoindole-5-carboxylic acid methyl ester), [OH-].[Na+] (NaOH). Run in CO (methanol). Yields the product O=C1N(CC2=CC=C(C=C12)C(=O)O)CCNC1=NC=CC=N1 (3-Oxo-2-[2-(pyrimidin-2-ylamino)ethyl]-2,3-dihydro-1H-isoindole-5-carboylic acid). As a reaction SMILES: C[O:2][C:3]([C:5]1[CH:6]=[C:7]2[C:11](=[CH:12][CH:13]=1)[CH2:10][N:9]([CH2:14][CH2:15][NH:16][C:17]1[N:22]=[CH:21][CH:20]=[CH:19][N:18]=1)[C:8]2=[O:23])=[O:4].[OH-].[Na+]>CO>[O:23]=[C:8]1[C:7]2[C:11](=[CH:12][CH:13]=[C:5]([C:3]([OH:4])=[O:2])[CH:6]=2)[CH2:10][N:9]1[CH2:14][CH2:15][NH:16][C:17]1[N:18]=[CH:19][CH:20]=[CH:21][N:22]=1 |f:1.2|. Procedure details: A methanol solution (25 mL) of ester 6-3 (400 mg, 1.28 mmol) and 1 N NaOH (5 mL, 5 mmol) was stirred under ambient conditions for 18 hr. The reaction solution was concentrated to dryness and the residue was neutralized with 1 M NaHSO4 solution to provide 6-4 as a pale yellow solid. Starting materials: CC(=O)SCC(C(=O)O)C1CCN(C(=O)OCc2ccccc2)CC1, C=C(C)C, ClCCl, O=S(=O)(O)O. Product: CC(=O)SCC(C(=O)OC(C)(C)C)C1CCN(C(=O)OCc2ccccc2)CC1. As a reaction SMILES: [CH2:6]([c:7]1[cH:8][cH:9][cH:10][cH:11][cH:12]1)[O:13][C:14](=[O:15])[N:16]1[CH2:17][CH2:18][CH:19]([CH:22]([CH2:23][S:24][C:25]([CH3:26])=[O:27])[C:28](=[O:29])[OH:30])[CH2:20][CH2:21]1.[CH3:31][C:32]([CH3:33])=[CH2:34].[Cl:35][CH2:36][Cl:37].[S:1](=[O:2])(=[O:3])([OH:4])[OH:5]>>[CH2:6]([c:7]1[cH:8][cH:9][cH:10][cH:11][cH:12]1)[O:13][C:14](=[O:15])[N:16]1[CH2:17][CH2:18][CH:19]([CH:22]([CH2:23][S:24][C:25]([CH3:26])=[O:27])[C:28](=[O:29])[O:30][C:32]([CH3:31])([CH3:33])[CH3:34])[CH2:20][CH2:21]1. The reactants are COCCOCCOC, Fc1cc(OC2CCOCC2)c2c(Nc3c(Cl)ccc4c3OCO4)ncnc2c1, Cl, [K+], [OH-], CN1CCN(CCO)CC1. Yields the product CN1CCN(CCOc2cc(OC3CCOCC3)c3c(Nc4c(Cl)ccc5c4OCO5)ncnc3c2)CC1. As a reaction SMILES: [CH3:43][O:44][CH2:45][CH2:46][O:47][CH2:48][CH2:49][O:50][CH3:51].[Cl:1][c:2]1[cH:3][cH:4][c:5]2[c:6]([c:7]1[NH:8][c:9]1[n:10][cH:11][n:12][c:13]3[cH:14][c:15]([F:26])[cH:16][c:17]([O:19][CH:20]4[CH2:21][CH2:22][O:23][CH2:24][CH2:25]4)[c:18]13)[O:27][CH2:28][O:29]2.[ClH:42].[K+:31].[OH-:30].[OH:32][CH2:33][CH2:34][N:35]1[CH2:36][CH2:37][N:38]([CH3:41])[CH2:39][CH2:40]1>>[Cl:1][c:2]1[cH:3][cH:4][c:5]2[c:6]([c:7]1[NH:8][c:9]1[n:10][cH:11][n:12][c:13]3[cH:14][c:15]([O:32][CH2:33][CH2:34][N:35]4[CH2:36][CH2:37][N:38]([CH3:41])[CH2:39][CH2:40]4)[cH:16][c:17]([O:19][CH:20]4[CH2:21][CH2:22][O:23][CH2:24][CH2:25]4)[c:18]13)[O:27][CH2:28][O:29]2. The reactants are CC(C)(C)OC(=O)C(C)(C)Sc1nc(CC(=O)Nc2ccc(Br)cn2)cs1, CO, C1CCOC1. The product is CC(C)(C)OC(=O)C(C)(C)Sc1nc(CCNc2ccc(Br)cn2)cs1. RXN SMILES: [C:1]([CH3:2])([CH3:3])([CH3:4])[O:5][C:6]([C:7]([CH3:8])([CH3:9])[S:10][c:11]1[s:12][cH:13][c:14]([CH2:16][C:17](=[O:18])[NH:19][c:20]2[n:21][cH:22][c:23]([Br:26])[cH:24][cH:25]2)[n:15]1)=[O:27].[CH3:28][OH:29].[O:30]1[CH2:31][CH2:32][CH2:33][CH2:34]1>>[C:1]([CH3:2])([CH3:3])([CH3:4])[O:5][C:6]([C:7]([CH3:8])([CH3:9])[S:10][c:11]1[s:12][cH:13][c:14]([CH2:16][CH2:17][NH:19][c:20]2[n:21][cH:22][c:23]([Br:26])[cH:24][cH:25]2)[n:15]1)=[O:27]. As a reaction SMILES: [CH3:14][c:15]1[cH:16][cH:17][c:18]([CH2:21][C:22]([CH3:23])=[O:24])[cH:19][cH:20]1.[OH2:25].[cH:26]1[cH:27][cH:28][cH:29][cH:30][cH:31]1.[o:1]1[c:2]([CH:10]([CH2:11][NH2:12])[OH:13])[cH:3][c:4]2[c:5]1[cH:6][cH:7][cH:8][cH:9]2>>[o:1]1[c:2]([CH:10]([CH2:11][NH:12][CH:22]([CH2:21][c:18]2[cH:17][cH:16][c:15]([CH3:14])[cH:20][cH:19]2)[CH3:23])[OH:13])[cH:3][c:4]2[c:5]1[cH:6][cH:7][cH:8][cH:9]2. The reactants are CC(=O)Cc1ccc(C)cc1, O, c1ccccc1, NCC(O)c1cc2ccccc2o1. Yields the product Cc1ccc(CC(C)NCC(O)c2cc3ccccc3o2)cc1. Starting materials: CCCCO, C=CC1COc2c1cc(C)c1[nH]c(=O)ccc21, CC(C)=O, [O-][I+3]([O-])([O-])[O-], [Na+], O, O=[Os](=O)(=O)=O. Yields the product Cc1cc2c(c3ccc(=O)[nH]c13)OCC2C=O. Reaction SMILES: [CH2:29]([OH:30])[CH2:31][CH2:32][CH3:33].[CH3:1][c:2]1[cH:3][c:4]2[c:5]([c:6]3[cH:7][cH:8][c:9](=[O:12])[nH:10][c:11]13)[O:13][CH2:14][CH:15]2[CH:16]=[CH2:17].[CH3:25][C:26]([CH3:27])=[O:28].[I+3:18]([O-:19])([O-:20])([O-:21])[O-:22].[Na+:23].[OH2:24].[Os:34](=[O:35])(=[O:36])(=[O:37])=[O:38]>>[CH3:1][c:2]1[cH:3][c:4]2[c:5]([c:6]3[cH:7][cH:8][c:9](=[O:12])[nH:10][c:11]13)[O:13][CH2:14][CH:15]2[CH:16]=[O:19]. Reactants: N1=CC=CC=C1 (pyridine), ClC(=O)OC (methyl chloroformate), COC(=O)C1=C(C=C2[C@@H](C[C@@H](NC2=C1)C)NC(=O)OCC1=CC=CC=C1)OC (cis-4-benzyloxycarbonylamino-6-methoxy-2-methyl-1,2,3,4-tetrahydro-quinoline-7-carboxylic acid methyl ester), N1=CC=CC=C1 (pyridine), ClC(=O)OCC (ethyl chloroformate). Run in ClCCl (dichloromethane). Reaction conditions: temperature 0 celsius, time 30 minute. Product: COC(=O)C1=C(C=C2[C@@H](C[C@@H](N(C2=C1)C(=O)OCC)C)NC(=O)OCC1=CC=CC=C1)OC (cis-4-Benzyloxycarbonylamino-6-methoxy-2-methyl-3,4-dihydro-2H-quinoline-1,7-dicarboxylic acid 1-ethyl ester 7-methyl ester). Yield: 89.3%. RXN SMILES: [CH3:1][O:2][C:3]([C:5]1[CH:14]=[C:13]2[C:8]([C@H:9]([NH:16][C:17]([O:19][CH2:20][C:21]3[CH:26]=[CH:25][CH:24]=[CH:23][CH:22]=3)=[O:18])[CH2:10][C@H:11]([CH3:15])[NH:12]2)=[CH:7][C:6]=1[O:27][CH3:28])=[O:4].N1C=CC=CC=1.Cl[C:36]([O:38][CH2:39][CH3:40])=[O:37].ClC(OC)=O>ClCCl>[CH3:1][O:2][C:3]([C:5]1[CH:14]=[C:13]2[C:8]([C@H:9]([NH:16][C:17]([O:19][CH2:20][C:21]3[CH:26]=[CH:25][CH:24]=[CH:23][CH:22]=3)=[O:18])[CH2:10][C@H:11]([CH3:15])[N:12]2[C:36]([O:38][CH2:39][CH3:40])=[O:37])=[CH:7][C:6]=1[O:27][CH3:28])=[O:4]. Procedure details: To a solution of cis-4-benzyloxycarbonylamino-6-methoxy-2-methyl-1,2,3,4-tetrahydro-quinoline-7-carboxylic acid methyl ester (0.99 g, 2.6 mmol) in anhydrous dichloromethane (30 mL) was added pyridine (0.27 mL, 3.35 mmol). The mixture was cooled to 0° C., and ethyl chloroformate (0.29 mL, 3.1 mmol) was slowly added. The reaction was stirred at 0° C. for 30 min, then at room temperature for 2.5 h. Additional aliquots of pyridine and methyl chloroformate were added to drive the reaction to completi...